This data is from the Open Reaction Database (ORD), a public repository of structured organic reaction records. The task is: describe an organic reaction: reactants, conditions, products, and yield Reactants: BrC=1C(=CC(=C(C1C)OCOC)OCC)OCC (5-bromo-2,4-diethoxy-6-methyl-1-methoxymethyloxybenzene), [Cl-].[NH4+] (ammonium chloride), C1CCOC1 (THF), CCCCCC (n-hexane), CN(C=O)C (dimethylformamide). Conditions: temperature -40 celsius, time 30 minute. Product: C(C)OC1=C(C=O)C(=C(C(=C1OC)OCC)OCOC)C (2,4-Diethoxy-3-methoxy-5-methoxymethyloxy-6-methylbenzaldehyde). RXN SMILES: Br[C:2]1[C:3]([O:16][CH2:17][CH3:18])=[CH:4][C:5]([O:13][CH2:14][CH3:15])=[C:6]([O:9][CH2:10][O:11][CH3:12])[C:7]=1[CH3:8].CCCCCC.CN(C)[CH:27]=[O:28].[Cl-].[NH4+].C1C[O:35][CH2:34]C1>>[CH2:17]([O:16][C:3]1[C:4]([O:28][CH3:27])=[C:5]([O:13][CH2:14][CH3:15])[C:6]([O:9][CH2:10][O:11][CH3:12])=[C:7]([CH3:8])[C:2]=1[CH:34]=[O:35])[CH3:18] |f:3.4|. Procedure: 43.6 g of 5-bromo-2,4-diethoxy-6-methyl-1-methoxymethyloxybenzene prepared in Referential Example 8 was dissolved in 220 ml of THF, and 100 ml of n-buthyllithium (1.6 M n-hexane solution) was dropwise added thereto at -70° C. The mixture was stirred at -40° C. for 30 min, and 11.9 g of dimethylformamide was dropwise added thereto. The temperature of the reaction mixture was returned to room temperature, and an aqueous ammonium chloride solution was added thereto,-followed by extracting with ethy... Starting materials: O=C1N(CCCC[C@@H]1NC(OC(C)(C)C)=O)C(CC1=CC=CC=C1)=O ([(3S)-hexahydro-2-oxo-1-(phenylacetyl)-1H-azepin-3-yl]-carbamic acid, 1,1-dimethylethyl ester), C(=O)(O)[O-].[Na+] (NaHCO3), ClC1=CC=C2C(=CC(=NC2=C1)N)N1CCNCC1 (7-chloro-4-(1-piperazinyl)-2-quinolinamine), C(=O)(C(F)(F)F)O (TFA), ClC(Cl)(OC(OC(Cl)(Cl)Cl)=O)Cl (triphosgene). Product: NC1=NC2=CC(=CC=C2C(=C1)N1CCN(CC1)C(=O)N[C@@H]1C(N(CCCC1)C(CC1=CC=CC=C1)=O)=O)Cl (4-(2-Amino-7-chloro-4-quinolinyl)-N-[(3S)-hexahydro-2-oxo-1-(2-phenylacetyl)-1H-azepin-3-yl]-1-piperazinecarboxamide). RXN SMILES: [O:1]=[C:2]1[C@@H:8]([NH:9][C:10](=[O:16])OC(C)(C)C)[CH2:7][CH2:6][CH2:5][CH2:4][N:3]1[C:17](=[O:25])[CH2:18][C:19]1[CH:24]=[CH:23][CH:22]=[CH:21][CH:20]=1.C(O)(C(F)(F)F)=O.ClC(Cl)(OC(=O)OC(Cl)(Cl)Cl)Cl.C([O-])(O)=O.[Na+].[Cl:50][C:51]1[CH:60]=[C:59]2[C:54]([C:55]([N:62]3[CH2:67][CH2:66][NH:65][CH2:64][CH2:63]3)=[CH:56][C:57]([NH2:61])=[N:58]2)=[CH:53][CH:52]=1>>[NH2:61][C:57]1[CH:56]=[C:55]([N:62]2[CH2:63][CH2:64][N:65]([C:10]([NH:9][C@H:8]3[CH2:7][CH2:6][CH2:5][CH2:4][N:3]([C:17](=[O:25])[CH2:18][C:19]4[CH:20]=[CH:21][CH:22]=[CH:23][CH:24]=4)[C:2]3=[O:1])=[O:16])[CH2:66][CH2:67]2)[C:54]2[C:59](=[CH:60][C:51]([Cl:50])=[CH:52][CH:53]=2)[N:58]=1 |f:3.4|. Reported procedure: As described for example 213, [(3S)-hexahydro-2-oxo-1-(phenylacetyl)-1H-azepin-3-yl]-carbamic acid, 1,1-dimethylethyl ester, TFA, triphosgene, NaHCO3 (sat.), and 7-chloro-4-(1-piperazinyl)-2-quinolinamine are reacted to afford the product as a light yellow solid. LC-MS: 535 (M++1). 1H NMR (CDCl3, 400 MHz): δ 1.20˜1.50 (m, 2H), 1.80˜2.20 (m, 4H), 3.10˜3.20 (m, 5H), 3.60˜3.70 (m, 4H), 4.28 (AB, 2H), 4.75 (dd, 1H), 4.80˜4.95 (m, 3H), 5.85 (d, 1H), 6.16 (s, 1H), 7.18 (dd, 1H), 7.22˜7.36 (m, 5H), 7.6... Starting materials: BrC1=CC=C(CN2C[C@@H](CC2)F)C=C1 ((R)-1-(4-bromobenzyl)-3-fluoropyrrolidine), CC1(OB(OC(C1)C)C=C)C (4,4,6-trimethyl-2-vinyl-1,3,2-dioxaborinane). As a reaction SMILES: Br[C:2]1[CH:14]=[CH:13][C:5]([CH2:6][N:7]2[CH2:11][CH2:10][C@@H:9]([F:12])[CH2:8]2)=[CH:4][CH:3]=1.[CH3:15][C:16]1([CH3:25])[CH2:21][CH:20]([CH3:22])[O:19][B:18]([CH:23]=[CH2:24])[O:17]1>>[F:12][C@@H:9]1[CH2:10][CH2:11][N:7]([CH2:6][C:5]2[CH:13]=[CH:14][C:2](/[CH:24]=[CH:23]/[B:18]3[O:17][C:16]([CH3:25])([CH3:15])[CH2:21][CH:20]([CH3:22])[O:19]3)=[CH:3][CH:4]=2)[CH2:8]1. Yield: 91.0%. Procedure details: The title compound was synthesized according to the method of Example A51A, except substituting (R)-1-(4-bromobenzyl)-3-fluoropyrrolidine (1.07 g, 4.15 mmol) and 4,4,6-trimethyl-2-vinyl-1,3,2-dioxaborinane (0.77 mL, 4.57 mmol) which gave 1.40 g, 91% of a pale orange solid; MS ESI [M+H]+ 332.3, calcd for [C19H27BFNO2+H]+ 332.22. The product is F[C@H]1CN(CC1)CC1=CC=C(C=C1)\C=C\B1OC(CC(O1)(C)C)C ((3R)-3-fluoro-1-(4-((E)-2-(4,4,6-trimethyl-1,3,2-dioxaborinan-2-yl)vinyl)benzyl)pyrrolidine), pale orange solid. Starting materials: ClC1=C(C=O)C=C(C=N1)CC (2-Chloro-5-ethylnicotinaldehyde), C1CN2CCN1CC2 (DABCO), C(C=C)#N (acrylonitrile). The solvent is C(C)OCC (diethyl ether). Product: ClC1=NC=C(C=C1C(C(C#N)=C)O)CC (2-[(2-Chloro-5-ethyl pyridine-3-yl)(hydroxy)methyl]acrylonitrile). Reaction SMILES: [Cl:1][C:2]1[N:9]=[CH:8][C:7]([CH2:10][CH3:11])=[CH:6][C:3]=1[CH:4]=[O:5].C1N2CCN(CC2)C1.[C:20](#[N:23])[CH:21]=[CH2:22]>C(OCC)C>[Cl:1][C:2]1[C:3]([CH:4]([OH:5])[C:21](=[CH2:22])[C:20]#[N:23])=[CH:6][C:7]([CH2:10][CH3:11])=[CH:8][N:9]=1. Procedure: To a mixture of 2-Chloro-5-ethylnicotinaldehyde (10 mmol, 1.69 g) and DABCO (10 mmol. 1.12 g) was added an acrylonitrile (60 mmol.) under neat conditions [solvent free conditions] at room temperature and the reaction progress was monitored by TLC. Upon completion of the reaction mixture (˜4-5 min.) was diluted with diethyl ether (300 ml.) and washed with water 3×50 ml. The organic layer was dried over Na2SO4 and concentrated, the residue was subjected to column chromatography over silica gel, el... The solvent is C(C)(C)(C)O (tert.-butanol), C(C)(C)(C)O (tert.-butanol). The product is ClC1(CC1)C1(OC1)CCC1=CC=C(C=C1)Cl (2-(1-chlorocyclopropyl)-2-(4-chlorophenylethyl)-oxirane). Reaction conditions: time 14 hour. Procedure: 16 ml (0.22 mol) of dimethyl sulphide and 24.2 g (0.19 mol) of dimethyl sulphate are added to 30 ml of tert.-butanol and allowed to stand at 20° C. for 14 hours. A solution of 17 g (0.07 mol) of 1-chlorocyclopropyl 4-chlorophenylethyl ketone in 70 ml of tert.-butanol is first added dropwise to the reaction mixture with stirring and 22 g of potassium hydroxide powder are then introduced, while the temperature of the reaction mixture is kept at 20° to 30° C. The mixture is stirred at 30° C. for 3 ... Starting materials: [OH-].[K+] (potassium hydroxide), CSC (dimethyl sulphide), S(=O)(=O)(OC)OC (dimethyl sulphate), ClC1=CC=C(C=C1)CCC(=O)C1(CC1)Cl (1-chlorocyclopropyl 4-chlorophenylethyl ketone). Yield: 74.4%. As a reaction SMILES: CSC.S([O:9][CH3:10])(OC)(=O)=O.[Cl:11][C:12]1[CH:17]=[CH:16][C:15]([CH2:18][CH2:19][C:20]([C:22]2([Cl:25])[CH2:24][CH2:23]2)=O)=[CH:14][CH:13]=1.[OH-].[K+]>C(O)(C)(C)C>[Cl:25][C:22]1([C:20]2([CH2:19][CH2:18][C:15]3[CH:14]=[CH:13][C:12]([Cl:11])=[CH:17][CH:16]=3)[CH2:10][O:9]2)[CH2:23][CH2:24]1 |f:3.4|. Reactants: CCO, CC(C)(C)OC(=O)N1CCC(n2ncc3c(Cl)ncnc32)CC1, N. The product is CC(C)(C)OC(=O)N1CCC(n2ncc3c(N)ncnc32)CC1. Reaction SMILES: [CH3:25][CH2:26][OH:27].[Cl:1][c:2]1[c:3]2[c:4]([n:5][cH:6][n:7]1)[n:8]([CH:11]1[CH2:12][CH2:13][N:14]([C:17](=[O:18])[O:19][C:20]([CH3:21])([CH3:22])[CH3:23])[CH2:15][CH2:16]1)[n:9][cH:10]2.[NH3:24]>>[c:2]1([NH2:24])[c:3]2[c:4]([n:5][cH:6][n:7]1)[n:8]([CH:11]1[CH2:12][CH2:13][N:14]([C:17](=[O:18])[O:19][C:20]([CH3:21])([CH3:22])[CH3:23])[CH2:15][CH2:16]1)[n:9][cH:10]2. The reactants are CC(=O)OC(C)=O, Cc1cc(C(=O)O)ccc1O, c1ccncc1. Yields the product CC(=O)Oc1ccc(C(=O)O)cc1C. As a reaction SMILES: [CH3:12][C:13](=[O:14])[O:15][C:16](=[O:17])[CH3:18].[OH:1][c:2]1[c:3]([CH3:11])[cH:4][c:5]([C:6](=[O:7])[OH:8])[cH:9][cH:10]1.[cH:19]1[cH:20][cH:21][n:22][cH:23][cH:24]1>>[O:1]([c:2]1[c:3]([CH3:11])[cH:4][c:5]([C:6](=[O:7])[OH:8])[cH:9][cH:10]1)[C:13]([CH3:12])=[O:14].